From a dataset of the Open Reaction Database (ORD), a public repository of structured organic reaction records. describe an organic reaction: reactants, conditions, products, and yield Starting materials: solution, C(C)[Mg]Cl (ethylmagnesium chloride), O1CCCC1 (tetrahydrofuran), [Cl-].[NH4+] (ammonium chloride), ClC1=CC=C(C=C1)C(C#N)(C)C (2-(4-chlorophenyl)-2-methylpropionitrile), C1=CC=CC=C1 (benzene). Product: ClC1=CC=C(C=C1)C(C(C)=O)(CC)C (3-(4-Chlorophenyl)-3-methyl-2-pentanone). Yield: 20.0%. As a reaction SMILES: [Cl:1][C:2]1[CH:7]=[CH:6][C:5](C(C)(C)C#N)=[CH:4][CH:3]=1.[CH2:13]([Mg]Cl)[CH3:14].[O:17]1CC[CH2:19][CH2:18]1.[Cl-].[NH4+].[CH:24]1C=CC=C[CH:25]=1>>[Cl:1][C:2]1[CH:3]=[CH:4][C:5]([C:13]([CH3:14])([CH2:24][CH3:25])[C:18](=[O:17])[CH3:19])=[CH:6][CH:7]=1 |f:3.4|. Procedure: To a solution of 2-(4-chlorophenyl)-2-methylpropionitrile (243 mg, 1.4 mmol) in benzene (1.4 mL) was added slowly at 50° C. under an atmosphere of nitrogen and with stirring to a 2.8 M solution of ethylmagnesium chloride in tetrahydrofuran (1.45 ml, 4.1 mmol). The reaction mixture was heated to reflux for 2 h, and thereafter, cooled and poured onto 10% aqueous ammonium chloride solution (4 mL). The organic layer was separated and treated with 2 N aqueous hydrochloric acid solution (1 mL). The re...